Dataset: the Open Reaction Database (ORD), a public repository of structured organic reaction records. Task: describe an organic reaction: reactants, conditions, products, and yield The reactants are IC1=C(C=CC=C1F)[N+](=O)[O-] (2-iodo-3-fluoronitrobenzene), stannous chloride dihydrate, Cl (hydrochloric acid), [OH-].[Na+] (NaOH). Run in O1CCCC1 (tetrahydrofuran). The product is Cl.IC1=C(N)C=CC=C1F (2-Iodo-3-fluoroaniline Hydrochloride). Reaction SMILES: [I:1][C:2]1[C:7]([F:8])=[CH:6][CH:5]=[CH:4][C:3]=1[N+:9]([O-])=O.[OH-].[Na+].[ClH:14]>O1CCCC1>[ClH:14].[I:1][C:2]1[C:7]([F:8])=[CH:6][CH:5]=[CH:4][C:3]=1[NH2:9] |f:1.2,5.6|. Reported procedure: A solution of 2-iodo-3-fluoronitrobenzene (27.0 g, 0.101 mol) in tetrahydrofuran (200 mL) was added dropwise over a 10 minute period to a stirring solution of stannous chloride dihydrate (68.0 g, 0.302 mol) in concentrated hydrochloric acid (200 mL). After 3 hours at room temperature the reaction was poured onto ice, made alkaline (pH 11) with 50% NaOH, and extracted with diethyl ether. The combined organic phases were washed with water, brine, dried (MgSO4), filtered, and concentrated to almost... The reactants are Clc1cccnc1Cl, COc1cc(B(O)O)ccc1Cl. The product is COc1cc(-c2ncccc2Cl)ccc1Cl. Reaction SMILES: [Cl:1][c:2]1[n:3][cH:4][cH:5][cH:6][c:7]1[Cl:8].[Cl:9][c:10]1[c:11]([O:19][CH3:20])[cH:12][c:13]([B:16]([OH:17])[OH:18])[cH:14][cH:15]1>>[c:2]1(-[c:13]2[cH:12][c:11]([O:19][CH3:20])[c:10]([Cl:9])[cH:15][cH:14]2)[n:3][cH:4][cH:5][cH:6][c:7]1[Cl:8].